Dataset: the Open Reaction Database (ORD), a public repository of structured organic reaction records. Task: describe an organic reaction: reactants, conditions, products, and yield The reactants are ClCCl, Cc1noc(C)c1N=C=O, CCCC1(c2ccccc2)N=C(C)N(CC(=O)c2ccc(N)cc2F)C1=O. The product is CCCC1(c2ccccc2)N=C(C)N(CC(=O)c2ccc(NC(=O)Nc3c(C)noc3C)cc2F)C1=O. As a reaction SMILES: [Cl:38][CH2:39][Cl:40].[N:28](=[C:29]=[O:30])[c:31]1[c:32]([CH3:37])[n:33][o:34][c:35]1[CH3:36].[NH2:1][c:2]1[cH:3][c:4]([F:27])[c:5]([C:8]([CH2:9][N:10]2[C:11]([CH3:25])=[N:12][C:13]([CH2:16][CH2:17][CH3:18])([c:19]3[cH:20][cH:21][cH:22][cH:23][cH:24]3)[C:14]2=[O:15])=[O:26])[cH:6][cH:7]1>>[NH:1]([c:2]1[cH:3][c:4]([F:27])[c:5]([C:8]([CH2:9][N:10]2[C:11]([CH3:25])=[N:12][C:13]([CH2:16][CH2:17][CH3:18])([c:19]3[cH:20][cH:21][cH:22][cH:23][cH:24]3)[C:14]2=[O:15])=[O:26])[cH:6][cH:7]1)[C:29]([NH:28][c:31]1[c:32]([CH3:37])[n:33][o:34][c:35]1[CH3:36])=[O:30]. Reactants: ClC=1C=C(C=CC1Cl)[C@@H](C(=O)O)CC=C (2-(S)-(3,4-dichlorophenyl)-4-pentenoic acid), C(C(=O)Cl)(=O)Cl (oxalyl chloride), C(C1=CC=CC=C1)NC (N-benzyl-methyl amine), N1=CC=CC=C1 (pyridine). The reagents and catalysts are CN(C)C=O (DMF). Solvent: C(Cl)Cl (CH2Cl2), C(Cl)Cl (CH2Cl2). Reaction conditions: time 15 minute. Yields the product C(C1=CC=CC=C1)N(C([C@@H](CC=C)C1=CC(=C(C=C1)Cl)Cl)=O)C (N-benzyl-N-methyl-2(S)-(3,4-dichlorophenyl)-4-pentenoamide). Reaction SMILES: [Cl:1][C:2]1[CH:3]=[C:4]([C@H:9]([CH2:13][CH:14]=[CH2:15])[C:10]([OH:12])=O)[CH:5]=[CH:6][C:7]=1[Cl:8].C(Cl)(=O)C(Cl)=O.[CH2:22]([NH:29][CH3:30])[C:23]1[CH:28]=[CH:27][CH:26]=[CH:25][CH:24]=1.N1C=CC=CC=1>C(Cl)Cl.CN(C=O)C>[CH2:22]([N:29]([CH3:30])[C:10](=[O:12])[C@H:9]([C:4]1[CH:5]=[CH:6][C:7]([Cl:8])=[C:2]([Cl:1])[CH:3]=1)[CH2:13][CH:14]=[CH2:15])[C:23]1[CH:28]=[CH:27][CH:26]=[CH:25][CH:24]=1. Procedure: A solution of 4.8 g (19.6 mmol) of 2-(S)-(3,4-dichlorophenyl)-4-pentenoic acid in 50 mL of CH2Cl2 and 10 drops of DMF was cooled in an ice bath and 1.8 mL of oxalyl chloride was added. The solution was stirred for 15 min after gas evolution had ceased. The mixture was concentrated in vacuo and the residue was diluted with 50 mL of CH2Cl2. The solution was cooled in ice bath as 2.6 mL (20.4 mmol) of N-benzyl-methyl amine and 1.7 mL (21 mmol) of pyridine were added. After stirring for 1 h at ice b...